Dataset: the Open Reaction Database (ORD), a public repository of structured organic reaction records. Task: describe an organic reaction: reactants, conditions, products, and yield Starting materials: C1(=CC=CC=C1)C=1C=NC2=C(C=CC=C2C1C=1C=C(C=CC1)N)C(F)(F)F ({3-[3-phenyl-8-(trifluoromethyl)quinolin-4-yl]phenyl}amine), C1(=CC=CC=C1)N=C=O (phenyl isocyanate). The solvent is C(C)N(CC)CC (triethylamine). Product: C1(=CC=CC=C1)NC(=O)NC1=CC(=CC=C1)C1=C(C=NC2=C(C=CC=C12)C(F)(F)F)C1=CC=CC=C1 (N-PHENYL-N′-{3-[3-PHENYL-8-(TRIFLUOROMETHYL)QUINOLIN-4-YL]PHENYL}UREA). Reaction SMILES: [C:1]1([C:7]2[CH:8]=[N:9][C:10]3[C:15]([C:16]=2[C:17]2[CH:18]=[C:19]([NH2:23])[CH:20]=[CH:21][CH:22]=2)=[CH:14][CH:13]=[CH:12][C:11]=3[C:24]([F:27])([F:26])[F:25])[CH:6]=[CH:5][CH:4]=[CH:3][CH:2]=1.[C:28]1([N:34]=[C:35]=[O:36])[CH:33]=[CH:32][CH:31]=[CH:30][CH:29]=1>C(N(CC)CC)C>[C:28]1([NH:34][C:35]([NH:23][C:19]2[CH:20]=[CH:21][CH:22]=[C:17]([C:16]3[C:15]4[C:10](=[C:11]([C:24]([F:27])([F:25])[F:26])[CH:12]=[CH:13][CH:14]=4)[N:9]=[CH:8][C:7]=3[C:1]3[CH:2]=[CH:3][CH:4]=[CH:5][CH:6]=3)[CH:18]=2)=[O:36])[CH:33]=[CH:32][CH:31]=[CH:30][CH:29]=1. Procedure: The title compound was prepared from {3-[3-phenyl-8-(trifluoromethyl)quinolin-4-yl]phenyl}amine and phenyl isocyanate in substantially the same manner as described in Example 61 with one change: no triethylamine was used; off-white solid: mp 202-205° C.; MS (ES) m/z 481.8.